This data is from the Open Reaction Database (ORD), a public repository of structured organic reaction records. The task is: describe an organic reaction: reactants, conditions, products, and yield The reactants are C(C1=CC=CC=C1)N1C(CN(CC1)CC1=CC=CC=C1)C=C (1,4-dibenzyl-2-vinyl-piperazine), C=CC1=CC=CC=C1 (styrene). The reagents and catalysts are C=CC1=CC=CC=C1.C1=CC=C(C=C1)P(C2=CC=CC=C2)C3=CC=CC=C3.C1=CC=C(C=C1)P(C2=CC=CC=C2)C3=CC=CC=C3.Cl[Ru]Cl (bis(tricyclohexylphosphine)benzylidine ruthenium (IV) dichloride). Solvent: ClCCl (dichloromethane). Run at time 24 hour. Yields the product C(C1=CC=CC=C1)N1C(CN(CC1)CC1=CC=CC=C1)C=CC1=CC=CC=C1 (1,4-Dibenzyl-2-styryl-piperazine). Reaction SMILES: [CH2:1]([N:8]1[CH2:13][CH2:12][N:11]([CH2:14][C:15]2[CH:20]=[CH:19][CH:18]=[CH:17][CH:16]=2)[CH2:10][CH:9]1[CH:21]=[CH2:22])[C:2]1[CH:7]=[CH:6][CH:5]=[CH:4][CH:3]=1.C=C[C:25]1[CH:30]=[CH:29][CH:28]=[CH:27][CH:26]=1>C=CC1C=CC=CC=1.C1C=CC(P(C2C=CC=CC=2)C2C=CC=CC=2)=CC=1.C1C=CC(P(C2C=CC=CC=2)C2C=CC=CC=2)=CC=1.Cl[Ru]Cl.ClCCl>[CH2:1]([N:8]1[CH2:13][CH2:12][N:11]([CH2:14][C:15]2[CH:20]=[CH:19][CH:18]=[CH:17][CH:16]=2)[CH2:10][CH:9]1[CH:21]=[CH:22][C:25]1[CH:30]=[CH:29][CH:28]=[CH:27][CH:26]=1)[C:2]1[CH:3]=[CH:4][CH:5]=[CH:6][CH:7]=1 |f:2.3.4.5|. Procedure details: Combine 1,4-dibenzyl-2-vinyl-piperazine (200.0 mg, 0.68 mmol), styrene (142.5 mg, 1.37 mmol), bis(tricyclohexylphosphine)benzylidine ruthenium (IV) dichloride (168.8 mg, 0.21 mmol), and dichloromethane (8 mL) and stir at reflux. After 24 hours, the reaction mixture was filtered and reduced to residue. The title compound was observed by LC/MS: mass spectrum (ion spray): m/z=369.1 (M+1); Rf=0.49 (hexanes/ethyl acetate (40:60)). The reactants are NC1=CC(=C(C(=C1C#N)I)OC)OC (6-amino-2-iodo-3,4-dimethoxybenzonitrile), C1=CC=C(C=C1)P(C2=CC=CC=C2)C3=CC=CC=C3 (PPh3), B(OC1=NC=CC=C1)[O-] (2-pyridyl Boronate), C(=O)([O-])[O-].[K+].[K+] (K2CO3). The reagents and catalysts are CC(=O)[O-].CC(=O)[O-].[Pd+2] (Pd(OAc)2). The solvent is C1CCOC1 (THF), O (water). The product is NC1=CC(=C(C(=C1C#N)C1=NC=CC=C1)OC)OC (6-amino-3,4-dimethoxy-2-(2-pyridyl)benzonitrile). The yield is 89.8%. As a reaction SMILES: [NH2:1][C:2]1[C:7]([C:8]#[N:9])=[C:6](I)[C:5]([O:11][CH3:12])=[C:4]([O:13][CH3:14])[CH:3]=1.C1C=CC(P(C2C=CC=CC=2)C2C=CC=CC=2)=CC=1.B([O-])O[C:36]1[CH:41]=[CH:40][CH:39]=[CH:38][N:37]=1.C([O-])([O-])=O.[K+].[K+]>CC([O-])=O.CC([O-])=O.[Pd+2].O.C1COCC1>[NH2:1][C:2]1[C:7]([C:8]#[N:9])=[C:6]([C:36]2[CH:41]=[CH:40][CH:39]=[CH:38][N:37]=2)[C:5]([O:11][CH3:12])=[C:4]([O:13][CH3:14])[CH:3]=1 |f:3.4.5,6.7.8|. Reported procedure: Under nitrogen, to anhydrous THF (1000 ml) was added 6-amino-2-iodo-3,4-dimethoxybenzonitrile (see Example 1, 50.0 g, 164 mmol), Pd(OAc)2 (1.85 g, 8.22 mmol), PPh3 (triphenylphosphine, 4.31 g, 16.4 mmol), THF wet boronate [from step (a), 286 g, 493 mmol], Cul (12.5 g, 65 mmol) and K2CO3 (45.5 g, 328 mmol). The reaction mixture was then stirred at reflux for 16 hours. After this time, the reaction mixture was cooled to room temperature and water (1000 ml) added. The mixture was then filtered thro... The reactants are CS(=O)C=1N(C(C2=C(N1)NC(C=C2)=O)=O)C2=CC=C(C=C2)OCC(F)(F)F (2-(Methylsulfinyl)-3-[4-(2,2,2-trifluoroethoxy)phenyl]pyrido[2,3-d]pyrimidine-4,7(3H,8H)-dione), Cl (hydrochloric acid), FC(CO)(F)F (2,2,2-trifluoroethanol), [H-].[Na+] (sodium hydride). Run in O1CCCC1 (tetrahydrofuran). Reaction conditions: time 10 minute. Yields the product FC(COC=1N(C(C2=C(N1)NC(C=C2)=O)=O)C2=CC=C(C=C2)OCC(F)(F)F)(F)F (2-(2,2,2-trifluoroethoxy)-3-[4-(2,2,2-trifluoroethoxy)phenyl]pyrido[2,3-d]pyrimidine-4,7(3H,8H)-dione). RXN SMILES: CS([C:4]1[N:5]([C:16]2[CH:21]=[CH:20][C:19]([O:22][CH2:23][C:24]([F:27])([F:26])[F:25])=[CH:18][CH:17]=2)[C:6](=[O:15])[C:7]2[CH:13]=[CH:12][C:11](=[O:14])[NH:10][C:8]=2[N:9]=1)=O.[F:28][C:29]([F:33])([F:32])[CH2:30][OH:31].[H-].[Na+].Cl>O1CCCC1>[F:28][C:29]([F:33])([F:32])[CH2:30][O:31][C:4]1[N:5]([C:16]2[CH:21]=[CH:20][C:19]([O:22][CH2:23][C:24]([F:27])([F:26])[F:25])=[CH:18][CH:17]=2)[C:6](=[O:15])[C:7]2[CH:13]=[CH:12][C:11](=[O:14])[NH:10][C:8]=2[N:9]=1 |f:2.3|. Procedure: 2-(Methylsulfinyl)-3-[4-(2,2,2-trifluoroethoxy)phenyl]pyrido[2,3-d]pyrimidine-4,7(3H,8H)-dione (150 mg) was suspended in tetrahydrofuran (5 ml), 2,2,2-trifluoroethanol (108 μl) was added thereto, and then sodium hydride (60% in oil, 37.6 mg) was added thereto under ice-cooling, and the mixture was stirred for 10 min. To the reaction mixture was added 0.5M hydrochloric acid (4 ml), and the mixture was extracted with ethyl acetate. The extract was washed with saturated brine, dried over anhydrous ...